Dataset: the Open Reaction Database (ORD), a public repository of structured organic reaction records. Task: describe an organic reaction: reactants, conditions, products, and yield Starting materials: COC1=C(CNC2=C(C=C(C#N)C=C2)NC2=NC=C3NC(N(C3=N2)[C@@H]2CCOC3=C(C=C(C=C23)F)F)=O)C=CC(=C1)OC ((R)-4-(2,4-dimethoxybenzylamino)-3-(9-(6,8-difluorochroman-4-yl)-8-oxo-8,9-dihydro-7H-purin-2-ylamino)benzonitrile), C(=O)(C(F)(F)F)O (TFA), C(C)[SiH](CC)CC (triethylsilane). Solvent: C(Cl)Cl (DCM). The product is NC1=C(C=C(C#N)C=C1)NC1=NC=C2NC(N(C2=N1)[C@@H]1CCOC2=C(C=C(C=C12)F)F)=O ((R)-4-amino-3-(9-(6,8-difluorochroman-4-yl)-8-oxo-8,9-dihydro-7H-purin-2-ylamino)benzonitrile). Reaction SMILES: COC1C=C(OC)C=CC=1C[NH:6][C:7]1[CH:14]=[CH:13][C:10]([C:11]#[N:12])=[CH:9][C:8]=1[NH:15][C:16]1[N:24]=[C:23]2[C:19]([NH:20][C:21](=[O:37])[N:22]2[C@H:25]2[C:34]3[C:29](=[C:30]([F:36])[CH:31]=[C:32]([F:35])[CH:33]=3)[O:28][CH2:27][CH2:26]2)=[CH:18][N:17]=1.C(O)(C(F)(F)F)=O.C([SiH](CC)CC)C>C(Cl)Cl>[NH2:6][C:7]1[CH:14]=[CH:13][C:10]([C:11]#[N:12])=[CH:9][C:8]=1[NH:15][C:16]1[N:24]=[C:23]2[C:19]([NH:20][C:21](=[O:37])[N:22]2[C@H:25]2[C:34]3[C:29](=[C:30]([F:36])[CH:31]=[C:32]([F:35])[CH:33]=3)[O:28][CH2:27][CH2:26]2)=[CH:18][N:17]=1. Reported procedure: A solution of (R)-4-(2,4-dimethoxybenzylamino)-3-(9-(6,8-difluorochroman-4-yl)-8-oxo-8,9-dihydro-7H-purin-2-ylamino)benzonitrile (230 mg) in DCM (5 mL) was treated with TFA (5 mL) and triethylsilane (1 mL) for 16 h. The mixture was concentrated in vacuo to provide the intermediate (R)-4-amino-3-(9-(6,8-difluorochroman-4-yl)-8-oxo-8,9-dihydro-7H-purin-2-ylamino)benzonitrile. The intermediate was dissolved in 5 mL THF and treated with 3 mL trimethylorthoformate followed by p-toluenesulfonic acid (... The reactants are C(C)O (ethanol), Cl (hydrochloric acid), C1(CC1)C=1C=C(C(N2C=CC(=C(C12)C)C=1C=C2CN(CC2=CC1)C(C1=CC=CC=C1)(C1=CC=CC=C1)C1=CC=CC=C1)=O)C(=O)OCC (ethyl 1-cyclopropyl-9-methyl-8-(2-tritylisoindoline-5-yl)-4-oxo-4H-quinolizine-3-carboxylate). The solvent is C1CCOC1 (THF). Reaction conditions: temperature 50 celsius, time 2 hour. Yields the product C1(CC1)C=1C=C(C(N2C=CC(=C(C12)C)C=1C=C2CNCC2=CC1)=O)C(=O)O (1-cyclopropyl-9-methyl-8-(isoindoline-5-yl)-4-oxo-4H-quinolizine-3-carboxylic acid). Isolated yield 76.3%. RXN SMILES: C(O)C.Cl.[CH:5]1([C:8]2[CH:9]=[C:10]([C:48]([O:50]CC)=[O:49])[C:11](=[O:47])[N:12]3[C:17]=2[C:16]([CH3:18])=[C:15]([C:19]2[CH:20]=[C:21]4[C:25](=[CH:26][CH:27]=2)[CH2:24][N:23](C(C2C=CC=CC=2)(C2C=CC=CC=2)C2C=CC=CC=2)[CH2:22]4)[CH:14]=[CH:13]3)[CH2:7][CH2:6]1>C1COCC1>[CH:5]1([C:8]2[CH:9]=[C:10]([C:48]([OH:50])=[O:49])[C:11](=[O:47])[N:12]3[C:17]=2[C:16]([CH3:18])=[C:15]([C:19]2[CH:20]=[C:21]4[C:25](=[CH:26][CH:27]=2)[CH2:24][NH:23][CH2:22]4)[CH:14]=[CH:13]3)[CH2:6][CH2:7]1. Procedure: 8.3 ml of ethanol, 2.8 ml of THF and 1.5 ml of 1N hydrochloric acid were added to 275.4 mg of ethyl 1-cyclopropyl-9-methyl-8-(2-tritylisoindoline-5-yl)-4-oxo-4H-quinolizine-3-carboxylate (I) and the resulting mixture was stirred at 50° C. for 2 hours. The solvent was distilled off under reduced pressure and water was added to the resulting residue and the resulting residue was washed with ethyl acetate, and thereafter, the resulting water layer was concentrated under reduced pressure. 30 ml of w... The reactants are C(C)(C)(C)C1CCC(CC1)=O (4-t-butylcyclohexanone), [OH-].[K+] (KOH), C(C=C)#N (acrylonitrile). Run in C(C)(C)(C)O (tert.butanol). Product: C(C)(C)(C)C1CC(C(C(C1)(CCC#N)CCC#N)=O)(CCC#N)CCC#N (4-t-butyl-2,2,6,6-tetra(β-cyanoethyl)cyclohexanone). Isolated yield 75.2%. As a reaction SMILES: [C:1]([CH:5]1[CH2:10][CH2:9][C:8](=[O:11])[CH2:7][CH2:6]1)([CH3:4])([CH3:3])[CH3:2].[OH-].[K+].[C:14](#[N:17])[CH:15]=[CH2:16]>C(O)(C)(C)C>[C:1]([CH:5]1[CH2:6][C:7]([CH2:16][CH2:15][C:14]#[N:17])([CH2:16][CH2:15][C:14]#[N:17])[C:8](=[O:11])[C:9]([CH2:16][CH2:15][C:14]#[N:17])([CH2:16][CH2:15][C:14]#[N:17])[CH2:10]1)([CH3:4])([CH3:2])[CH3:3] |f:1.2|. Reported procedure: A solution of 4-t-butylcyclohexanone (15.4g) and crushed KOH (0.5g) in tert.butanol (62.4g) was stirred and kept at or below 30° C. while acrylonitrile (21.2g) was added dropwise. During the addition a solid began to precipitate. When addition was complete the thick slurry was stirred for a further hour before the solid was collected by filtration. The solid was washed with water, then crystallised from 2-ethoxyethanol to yield 27.5g of 4-t-butyl-2,2,6,6-tetra(β-cyanoethyl)cyclohexanone, m.p. 17... The reactants are C(C)(=O)OC(C)=O (acetic acid anhydride), [N+](=O)([O-])C=1C=C(C=CC1N1CCNCC1)C=1C(CC(NN1)=O)C (6-[3-nitro-4-(1-piperazinyl)-phenyl]-4,5-dihydro-5-methyl-3(2H)-pyridazinone). Run in C(C)(=O)O (acetic acid). The product is C(C)(=O)N1CCN(CC1)C1=C(C=C(C=C1)C=1C(CC(NN1)=O)C)[N+](=O)[O-] (6-[4-(4-acetyl-piperazin-1-yl)-3-nitro-phenyl]-5-methyl-4,5-dihydro-3(2H)-pyridazinone). Reaction SMILES: [C:1](OC(=O)C)(=[O:3])[CH3:2].[N+:8]([C:11]1[CH:12]=[C:13]([C:23]2[CH:24]([CH3:30])[CH2:25][C:26](=[O:29])[NH:27][N:28]=2)[CH:14]=[CH:15][C:16]=1[N:17]1[CH2:22][CH2:21][NH:20][CH2:19][CH2:18]1)([O-:10])=[O:9]>C(O)(=O)C>[C:1]([N:20]1[CH2:21][CH2:22][N:17]([C:16]2[CH:15]=[CH:14][C:13]([C:23]3[CH:24]([CH3:30])[CH2:25][C:26](=[O:29])[NH:27][N:28]=3)=[CH:12][C:11]=2[N+:8]([O-:10])=[O:9])[CH2:18][CH2:19]1)(=[O:3])[CH3:2]. Reported procedure: 0.57 ml (6 mmol) of acetic acid anhydride are added at room temperature to 1.27 g (4 mmol) of 6-[3-nitro-4-(1-piperazinyl)-phenyl]-4,5-dihydro-5-methyl-3(2H)-pyridazinone in 30 ml of acetic acid. The reactants are CCCc1nc(C)n(-c2ccc(OC(C)(C)C(=O)OC)cc2)c(=O)c1Cc1ccc(-c2ccccc2C#N)cc1, CCOC(C)=O, C1CCOC1, O. The product is CCCc1nc(C)n(-c2ccc(OC(C)(C)CO)cc2)c(=O)c1Cc1ccc(-c2ccccc2C#N)cc1. RXN SMILES: [C:1](#[N:2])[c:3]1[c:4](-[c:9]2[cH:10][cH:11][c:12]([CH2:15][c:16]3[c:17]([CH2:38][CH2:39][CH3:40])[n:18][c:19]([CH3:37])[n:20](-[c:23]4[cH:24][cH:25][c:26]([O:27][C:28]([C:29](=[O:30])[O:31][CH3:32])([CH3:33])[CH3:34])[cH:35][cH:36]4)[c:21]3=[O:22])[cH:13][cH:14]2)[cH:5][cH:6][cH:7][cH:8]1.[CH3:41][CH2:42][O:43][C:44](=[O:45])[CH3:46].[O:48]1[CH2:49][CH2:50][CH2:51][CH2:52]1.[OH2:47]>>[C:1](#[N:2])[c:3]1[c:4](-[c:9]2[cH:10][cH:11][c:12]([CH2:15][c:16]3[c:17]([CH2:38][CH2:39][CH3:40])[n:18][c:19]([CH3:37])[n:20](-[c:23]4[cH:24][cH:25][c:26]([O:27][C:28]([CH2:29][OH:30])([CH3:33])[CH3:34])[cH:35][cH:36]4)[c:21]3=[O:22])[cH:13][cH:14]2)[cH:5][cH:6][cH:7][cH:8]1. Reactants: COCOCc1nc(OC)ccc1Br, C1CCNC1, CC(C)(C)[O-], Cc1ccccc1, [Na+]. The product is COCOCc1nc(OC)ccc1N1CCCC1. RXN SMILES: [Br:1][c:2]1[c:3]([CH2:10][O:11][CH2:12][O:13][CH3:14])[n:4][c:5]([O:8][CH3:9])[cH:6][cH:7]1.[CH2:21]1[CH2:22][CH2:23][NH:24][CH2:25]1.[CH3:15][C:16]([CH3:17])([O-:18])[CH3:19].[CH3:26][c:27]1[cH:28][cH:29][cH:30][cH:31][cH:32]1.[Na+:20]>>[c:2]1([N:24]2[CH2:23][CH2:22][CH2:21][CH2:25]2)[c:3]([CH2:10][O:11][CH2:12][O:13][CH3:14])[n:4][c:5]([O:8][CH3:9])[cH:6][cH:7]1. As a reaction SMILES: [F:1][C:2]1[CH:7]=[C:6]([N+:8]([O-:10])=[O:9])[CH:5]=[CH:4][C:3]=1[N:11]1[CH2:16][CH:15]=[C:14]([O:17][Si](C)(C)C)[CH2:13][CH2:12]1.C(=O)(OC)OCC=C.O>CS(C)=O.CC([O-])=O.CC([O-])=O.[Pd+2]>[F:1][C:2]1[CH:7]=[C:6]([N+:8]([O-:10])=[O:9])[CH:5]=[CH:4][C:3]=1[N:11]1[CH:12]=[CH:13][C:14](=[O:17])[CH2:15][CH2:16]1 |f:4.5.6|. Run at time 8 hour. Reactants: FC1=C(C=CC(=C1)[N+](=O)[O-])N1CCC(=CC1)O[Si](C)(C)C (1-(2-fluoro-4-nitrophenyl)-4-[(trimethylsilyl)oxy]-1,2,3,6-tetrahydropyridine), C(OCC=C)(OC)=O (allyl methyl carbonate), O (H2O). Reagents/catalysts: CC(=O)[O-].CC(=O)[O-].[Pd+2] (Pd(OAc)2). Isolated yield 70.5%. Procedure: To a stirring solution of 1-(2-fluoro-4-nitrophenyl)-4-[(trimethylsilyl)oxy]-1,2,3,6-tetrahydropyridine (Step 2, 100.0 g, 322 mmol) and allyl methyl carbonate (43.6 g, 386 mmol) in DMSO (625 ml) at ambient temperature is added Pd(OAc)2 (7.20 g, 32 mmol). The resulting solution is stirred under N2 at ambient temperature overnight. H2O (1 liter) is added and solvent allowed to cool to ambient temperature. The aqueous layer is extracted with EtOAc (2×800 ml), and the combined organic layers are was... Yields the product FC1=C(C=CC(=C1)[N+](=O)[O-])N1CCC(C=C1)=O (1-(2-fluoro-4-nitrophenyl)-2,3-dihydro-1H-pyridin-4-one). Solvent: CS(=O)C (DMSO). Starting materials: BrN1C(CCC1=O)=O (N-bromosuccinimide), ClC1=C2C(=NC=C1)NC=C2[N+](=O)[O-] (4-chloro-3-nitro-1H-pyrrolo[2,3-b]pyridine), O (Water). Solvent: C(C)(=O)O (acetic acid). Conditions: temperature 25 celsius, time 18 hour. Yields the product BrC=1C(=C2C(=NC1)NC=C2[N+](=O)[O-])Cl (5-bromo-4-chloro-3-nitro-1H-pyrrolo[2,3-b]pyridine). Isolated yield 64.2%. RXN SMILES: [Cl:1][C:2]1[CH:7]=[CH:6][N:5]=[C:4]2[NH:8][CH:9]=[C:10]([N+:11]([O-:13])=[O:12])[C:3]=12.[Br:14]N1C(=O)CCC1=O.O>C(O)(=O)C>[Br:14][C:7]1[C:2]([Cl:1])=[C:3]2[C:10]([N+:11]([O-:13])=[O:12])=[CH:9][NH:8][C:4]2=[N:5][CH:6]=1. Reported procedure: Into a suspension of 4-chloro-3-nitro-1H-pyrrolo[2,3-b]pyridine (50.0 g) in acetic acid (300 mL) were added N-bromosuccinimide (NBS, 70.9 g, 1.60 equiv) in small portions at 25° C. The reaction mixture was stirred at 25° C. for 18 h. Water (3.0 mL) was added slowly over 30 min to get a light yellow slurry. The resulting solid was collected by filtration and washed with a 2:2:1 (v/v/v) mixture of saturated sodium sulfite solution, water, and methanol, followed by water and a 1:1 (v/v) mixture of ... The reactants are O=C([O-])O, Cc1ccccc1, CC(C)OC(=O)Cl, ClCCl, COc1ccccc1-c1cn(S(=O)(=O)c2ccc(C)cc2)c2ncc(-c3cc(F)c(N)c(C(=O)N(C)C)c3)cc12, [Na+]. The product is COc1ccccc1-c1cn(S(=O)(=O)c2ccc(C)cc2)c2ncc(-c3cc(F)c(NC(=O)OC(C)C)c(C(=O)N(C)C)c3)cc12. RXN SMILES: [C:41](=[O:42])([OH:43])[O-:44].[CH3:56][c:57]1[cH:58][cH:59][cH:60][cH:61][cH:62]1.[Cl:46][C:47](=[O:48])[O:49][CH:50]([CH3:51])[CH3:52].[Cl:53][CH2:54][Cl:55].[NH2:1][c:2]1[c:3]([C:4](=[O:5])[N:6]([CH3:7])[CH3:8])[cH:9][c:10](-[c:14]2[cH:15][c:16]3[c:17]([n:18][cH:19]2)[n:20]([S:31](=[O:32])(=[O:33])[c:34]2[cH:35][cH:36][c:37]([CH3:40])[cH:38][cH:39]2)[cH:21][c:22]3-[c:23]2[c:24]([O:29][CH3:30])[cH:25][cH:26][cH:27][cH:28]2)[cH:11][c:12]1[F:13].[Na+:45]>>[NH:1]([c:2]1[c:3]([C:4](=[O:5])[N:6]([CH3:7])[CH3:8])[cH:9][c:10](-[c:14]2[cH:15][c:16]3[c:17]([n:18][cH:19]2)[n:20]([S:31](=[O:32])(=[O:33])[c:34]2[cH:35][cH:36][c:37]([CH3:40])[cH:38][cH:39]2)[cH:21][c:22]3-[c:23]2[c:24]([O:29][CH3:30])[cH:25][cH:26][cH:27][cH:28]2)[cH:11][c:12]1[F:13])[C:47](=[O:48])[O:49][CH:50]([CH3:51])[CH3:52]. Starting materials: BrCCOC=1C=CC=2C(=NON2)C1 (5-(2-bromoethoxy)benzofurazan), ice acetone, CN (methylamine). Run in C(C)O (ethanol). Run at time 8 hour. Product: Br.CNCCOC=1C=CC=2C(=NON2)C1 (5-(2-methylaminoethoxy)benzofurazan hydrobromide). The yield is 81.0%. Reaction SMILES: [Br:1][CH2:2][CH2:3][O:4][C:5]1[CH:6]=[CH:7][C:8]2[C:9]([CH:13]=1)=[N:10][O:11][N:12]=2.[CH3:14][NH2:15]>C(O)C>[BrH:1].[CH3:14][NH:15][CH2:2][CH2:3][O:4][C:5]1[CH:6]=[CH:7][C:8]2[C:9]([CH:13]=1)=[N:10][O:11][N:12]=2 |f:3.4|. Reported procedure: To a solution of 5-(2-bromoethoxy)benzofurazan (0.84 g, 3.4 mmol) in ethanol (45 ml), contained within a Fisher-Porter pressure vessel cooled with ice/acetone was added methylamine (45 ml). The vessel was sealed, the bath removed and the solution was stirred at room temperature overnight. The reaction mixture was concentrated under reduced pressure and the residue flushed with ethanol. Recrystallization from ethyl acetate-hexane gave 5-(2-methylaminoethoxy)benzofurazan hydrobromide (0.75 g, 81%)...